This data is from the Open Reaction Database (ORD), a public repository of structured organic reaction records. The task is: describe an organic reaction: reactants, conditions, products, and yield Reactants: ClC1=CC=C(C#N)C=C1 (4-chlorobenzonitrile), CC(C)([O-])C.[Na+] (sodium tert-butoxide), CNC1=CC=CC=C1 (N-methylaniline), Ph5FcP(t-Bu)2. The reagents and catalysts are C=1C=CC(=CC1)/C=C/C(=O)/C=C/C2=CC=CC=C2.C=1C=CC(=CC1)/C=C/C(=O)/C=C/C2=CC=CC=C2.[Pd] (Pd(dba)2). Solvent: C1(=CC=CC=C1)C (toluene). Product: C(#N)C1=CC=C(C=C1)N(C1=CC=CC=C1)C (N-(4-cyanophenyl)-N-methylaniline). The yield is 98.0%. Reaction SMILES: Cl[C:2]1[CH:9]=[CH:8][C:5]([C:6]#[N:7])=[CH:4][CH:3]=1.[CH3:10][NH:11][C:12]1[CH:17]=[CH:16][CH:15]=[CH:14][CH:13]=1.CC(C)([O-])C.[Na+]>C1(C)C=CC=CC=1.C1C=CC(/C=C/C(/C=C/C2C=CC=CC=2)=O)=CC=1.C1C=CC(/C=C/C(/C=C/C2C=CC=CC=2)=O)=CC=1.[Pd]>[C:6]([C:5]1[CH:8]=[CH:9][C:2]([N:11]([CH3:10])[C:12]2[CH:17]=[CH:16][CH:15]=[CH:14][CH:13]=2)=[CH:3][CH:4]=1)#[N:7] |f:2.3,5.6.7|. Procedure details: According to the general procedure B, 4-chlorobenzonitrile (74 mg, 0.50 mmol) reacted with N-methylaniline (64 mg, 0.60 mmol) using 1 mol % of Pd(dba)2, 2 mol % of Ph5FcP(t-Bu)2, and sodium tert-butoxide (58 mg, 0.60 mmol) in toluene at 45° C. to give the title compound (102 mg, 91%): 1H-NMR(400 MHz, CDCl3): δ 7.47-7.39 (m, 4H), 7.28 (t, 1H), 7.21 (d, 2H), 6.74 (d, 2H, J=9.0 Hz), 3.36 (s, 3H). 13C{1H}-NMR (100 MHz, CDCl3): δ. GC/MS(EI): m/z 208 (M+), 192. The reactants are ClCCC1=CC=C(C=C1)C=1N=NSC1 (4-(4-(2-chloroethyl)phenyl)-1,2,3-thiadiazole), C1(=CC=CC2=CC=CC=C12)N1CCNCC1 (N-(1-naphthyl)piperazine), C(C)(C)N(CC)C(C)C (diisopropylethylamine), C([O-])([O-])=O.[Na+].[Na+] (sodium carbonate), [I-].[Na+] (sodium iodide). The solvent is CC(=O)CC(C)C (methylisobutylketone). Yields the product S1N=NC=C1.C1(=CC=CC2=CC=CC=C12)N1CCN(CC1)CCC1=CC=C(C=C1)C=1N=NSC1 (4-(4-(2-(4-(Naphth-1-yl)piperazinyl)ethyl)phenyl)-1,2,3-thiadiazole 1,2,3-thiadiazole). As a reaction SMILES: Cl[CH2:2][CH2:3][C:4]1[CH:9]=[CH:8][C:7]([C:10]2[N:11]=[N:12][S:13][CH:14]=2)=[CH:6][CH:5]=1.[C:15]1([N:25]2[CH2:30][CH2:29][NH:28][CH2:27][CH2:26]2)[C:24]2[C:19](=[CH:20][CH:21]=[CH:22][CH:23]=2)[CH:18]=[CH:17][CH:16]=1.C(N(C(C)C)CC)(C)C.C(=O)([O-])[O-].[Na+].[Na+].[I-].[Na+]>CC(CC(C)C)=O>[S:13]1[CH:14]=[CH:10][N:11]=[N:12]1.[C:15]1([N:25]2[CH2:30][CH2:29][N:28]([CH2:2][CH2:3][C:4]3[CH:9]=[CH:8][C:7]([C:10]4[N:11]=[N:12][S:13][CH:14]=4)=[CH:6][CH:5]=3)[CH2:27][CH2:26]2)[C:24]2[C:19](=[CH:20][CH:21]=[CH:22][CH:23]=2)[CH:18]=[CH:17][CH:16]=1 |f:3.4.5,6.7,9.10|. Procedure: To a 100 ml round-bottomed flask equipped with condenser and N2 inlet were added 0.64 g (2.83 mmol) (4-(4-(2-chloroethyl)phenyl)-1,2,3-thiadiazole, 0.60 g (2.83 mmol) N-(1-naphthyl)piperazine, 0.49 ml (2.83 mmol) diisopropylethylamine, 0.60 g (5.66 mmol) sodium carbonate, 2 mg sodium iodide, and 20 ml methylisobutylketone. The reaction was refluxed 4 days, cooled, and evaporated. The residue was taken up in ethyl acetate, washed with water and brine, dried over sodium sulfate, and evaporated. Th...